This data is from the Open Reaction Database (ORD), a public repository of structured organic reaction records. The task is: describe an organic reaction: reactants, conditions, products, and yield Starting materials: O (Water), FC=1C=C(C(=C(C1)F)[N+](=O)[O-])O (3,5-difluoro-6-nitrophenol), C([O-])([O-])=O.[K+].[K+] (potassium carbonate), C(Br)C1CO1 (epibromohydrin). Solvent: C(C)(=O)OCC (ethyl acetate), CN(C)C=O (DMF). Reaction conditions: temperature 70 celsius, time 3 hour. Product: FC=1C(=C(OCC2OC2)C=C(C1)F)[N+](=O)[O-] (2-[(3,5-Difluoro-2-nitrophenoxy)methyl]oxirane). Yield: 121.9%. Reaction SMILES: [F:1][C:2]1[CH:3]=[C:4]([OH:12])[C:5]([N+:9]([O-:11])=[O:10])=[C:6]([F:8])[CH:7]=1.C(=O)([O-])[O-].[K+].[K+].[CH2:19]([CH:21]1[O:23][CH2:22]1)Br.O>CN(C=O)C.C(OCC)(=O)C>[F:8][C:6]1[C:5]([N+:9]([O-:11])=[O:10])=[C:4]([CH:3]=[C:2]([F:1])[CH:7]=1)[O:12][CH2:19][CH:21]1[CH2:22][O:23]1 |f:1.2.3|. Procedure: To a mixture of 3,5-difluoro-6-nitrophenol (100 mg, 0.571 mmol) and potassium carbonate (394 mg) in DMF (5 ml) was added epibromohydrin (80 mg, 0.582 mmol) and was stirred at 70° C. for 3 hr. Water and ethyl acetate were added, the organic phase separated, dried and concentrated. The resulting residue was purified by chromatography (ethyl acetate:heptan 1:3) to give the desired product as a solid 161 mg (0.696 mmol). Starting materials: ( 19 ), 170038e, FC1=C(C(C(=O)O)=C(C(=C1O)F)F)C(=O)O (3,5,6-trifluoro-4-hydroxyphthalic acid). Run in O (water). The product is FC1=C(C(=O)O)C=C(C(=C1O)F)F (2,4,5-trifluoro-3-hydroxybenzoic acid). As a reaction SMILES: [F:1][C:2]1[C:10]([OH:11])=[C:9]([F:12])[C:8]([F:13])=[C:4](C(O)=O)[C:3]=1[C:14]([OH:16])=[O:15]>O>[F:1][C:2]1[C:10]([OH:11])=[C:9]([F:12])[C:8]([F:13])=[CH:4][C:3]=1[C:14]([OH:16])=[O:15]. Procedure: Japanese Patent Application 86/290399 as abstracted in Chem. Abstracts (CA109 (19) 170038e), discloses that 3,5,6-trifluoro-4-hydroxyphthalic acid may be decarboxylated by heating the compound for three hours, in water, under nitrogen atmosphere, at 140° C. (in a sealed tube) to yield 2,4,5-trifluoro-3-hydroxybenzoic acid. Starting materials: CCCC[Sn](CCCC)(CCCC)C(=CC(=O)OCC)CC, CS(C)=O, [Cl-], Cl[Cu], COCOCc1c(I)cc([Si](C)(C)C)nc1OC, [Li+], c1ccc(P(c2ccccc2)(c2ccccc2)[Pd](P(c2ccccc2)(c2ccccc2)c2ccccc2)(P(c2ccccc2)(c2ccccc2)c2ccccc2)P(c2ccccc2)(c2ccccc2)c2ccccc2)cc1. Yields the product CCOC(=O)C=C(CC)c1cc([Si](C)(C)C)nc(OC)c1COCOC. Reaction SMILES: [CH2:21]([Sn:22]([CH2:23][CH2:24][CH2:25][CH3:35])([C:26](=[CH:27][C:28](=[O:29])[O:30][CH2:31][CH3:32])[CH2:33][CH3:34])[CH2:36][CH2:37][CH2:38][CH3:39])[CH2:40][CH2:41][CH3:42].[CH3:122][S:123]([CH3:124])=[O:125].[Cl-:1].[Cu:120][Cl:121].[I:3][c:4]1[c:5]([CH2:16][O:17][CH2:18][O:19][CH3:20])[c:6]([O:14][CH3:15])[n:7][c:8]([Si:10]([CH3:11])([CH3:12])[CH3:13])[cH:9]1.[Li+:2].[cH:43]1[cH:44][cH:45][c:46]([P:47]([Pd:48]([P:49]([c:50]2[cH:51][cH:52][cH:53][cH:54][cH:55]2)([c:56]2[cH:57][cH:58][cH:59][cH:60][cH:61]2)[c:62]2[cH:63][cH:64][cH:65][cH:66][cH:67]2)([P:68]([c:69]2[cH:70][cH:71][cH:72][cH:73][cH:74]2)([c:75]2[cH:76][cH:77][cH:78][cH:79][cH:80]2)[c:81]2[cH:82][cH:83][cH:84][cH:85][cH:86]2)[P:87]([c:88]2[cH:89][cH:90][cH:91][cH:92][cH:93]2)([c:94]2[cH:95][cH:96][cH:97][cH:98][cH:99]2)[c:100]2[cH:101][cH:102][cH:103][cH:104][cH:105]2)([c:106]2[cH:107][cH:108][cH:109][cH:110][cH:111]2)[c:112]2[cH:113][cH:114][cH:115][cH:116][cH:117]2)[cH:118][cH:119]1>>[c:4]1([C:26](=[CH:27][C:28](=[O:29])[O:30][CH2:31][CH3:32])[CH2:33][CH3:34])[c:5]([CH2:16][O:17][CH2:18][O:19][CH3:20])[c:6]([O:14][CH3:15])[n:7][c:8]([Si:10]([CH3:11])([CH3:12])[CH3:13])[cH:9]1. Reactants: CC(CC(C(=O)O)C=1C=C(C=C(C1)C(F)(F)F)C1=CC=CC=C1)C (4-methyl-2-(5-trifluoromethyl-biphenyl-3-yl)pentanoic acid), CC(CC(C(=O)O)C=1C=C(C=C(C1)C(F)(F)F)C1=CC=CC=C1)C (4-methyl-2-(5-trifluoromethyl-biphenyl-3-yl)pentanoic acid), [Cl-].FC(C=1C=C(C[Zn+])C=CC1)(F)F (3-trifluoromethylbenzyl zinc chloride). The product is CC(CC(C(=O)O)C=1C=C(C=C(C1)CC1=CC(=CC=C1)C(F)(F)F)C1=CC=C(C=C1)C(F)(F)F)C (4-Methyl-2-[4′-trifluoromethyl-5-(3-trifluoromethyl-benzyl)-biphenyl-3-yl]-pentanoic acid). RXN SMILES: [CH3:1][CH:2]([CH3:24])[CH2:3][CH:4]([C:8]1[CH:9]=[C:10](C2C=CC=CC=2)[CH:11]=[C:12](C(F)(F)F)[CH:13]=1)[C:5]([OH:7])=[O:6].[Cl-].[F:26][C:27]([F:37])([F:36])[C:28]1[CH:29]=[C:30]([CH:33]=[CH:34][CH:35]=1)[CH2:31][Zn+]>>[CH3:24][CH:2]([CH3:1])[CH2:3][CH:4]([C:8]1[CH:9]=[C:10]([C:33]2[CH:30]=[CH:29][C:28]([C:27]([F:37])([F:36])[F:26])=[CH:35][CH:34]=2)[CH:11]=[C:12]([CH2:31][C:30]2[CH:33]=[CH:34][CH:35]=[C:28]([C:27]([F:37])([F:36])[F:26])[CH:29]=2)[CH:13]=1)[C:5]([OH:7])=[O:6] |f:1.2|. Procedure: The title compound was prepared from a Nigishi coupling of 4-methyl-2-(5-trifluoromethyl-biphenyl-3-yl)pentanoic acid (intermediate compound 1g) with 3-trifluoromethylbenzyl zinc chloride under the conditions described in Example 2; 1H NMR (400 MHz, MeOD) δ ppm 0.76-0.86 (m, 6 H), 1.36 (dt, J=13.51, 6.82 Hz, 1 H), 1.54-1.62 (m, 1 H), 1.80-1.91 (m, 1 H), 3.62 (t, J=7.83 Hz, 1 H), 4.05 (s, 2 H), 7.16 (s, 1 H), 7.33-7.44 (m, 6 H), 7.64 (q, J=8.56 Hz, 4 H); Calcd for C27H24F6O2 (M+Na) 517.17, Found ... The reactants are [Br-], C1CCOC1, CCOC(C)=O, CCOCC, [Mg+]C1CC1, O=Cc1ccc(C(F)(F)F)cc1, O. The product is OC(c1ccc(C(F)(F)F)cc1)C1CC1. Reaction SMILES: [Br-:1].[CH2:25]1[O:26][CH2:27][CH2:28][CH2:29]1.[CH3:19][CH2:20][O:21][C:22](=[O:23])[CH3:24].[CH3:30][CH2:31][O:32][CH2:33][CH3:34].[CH:2]1([Mg+:5])[CH2:3][CH2:4]1.[F:6][C:7]([c:8]1[cH:9][cH:10][c:11]([CH:12]=[O:13])[cH:14][cH:15]1)([F:16])[F:17].[OH2:18]>>[CH:2]1([CH:12]([c:11]2[cH:10][cH:9][c:8]([C:7]([F:6])([F:16])[F:17])[cH:15][cH:14]2)[OH:13])[CH2:3][CH2:4]1. The reactants are ClC1=CC(=C(N)C=C1Cl)[N+](=O)[O-] (4,5-dichloro-2-nitroaniline), C(C1=CC=CC=C1)(=O)CC(=O)OCC (ethyl benzoylacetate). The solvent is C(Cl)(Cl)Cl (Chloroform). Run at temperature 180 celsius, time 5 hour. The product is C(C1=CC=CC=C1)(=O)CC(=O)NC1=C(C=C(C(=C1)Cl)Cl)[N+](=O)[O-] (N-(Benzoylacetyl)-4,5-dichloro-2-nitroaniline). The yield is 60.0%. Reaction SMILES: [Cl:1][C:2]1[C:8]([Cl:9])=[CH:7][C:5]([NH2:6])=[C:4]([N+:10]([O-:12])=[O:11])[CH:3]=1.[C:13]([CH2:21][C:22](OCC)=[O:23])(=[O:20])[C:14]1[CH:19]=[CH:18][CH:17]=[CH:16][CH:15]=1>C(Cl)(Cl)Cl>[C:13]([CH2:21][C:22]([NH:6][C:5]1[CH:7]=[C:8]([Cl:9])[C:2]([Cl:1])=[CH:3][C:4]=1[N+:10]([O-:12])=[O:11])=[O:23])(=[O:20])[C:14]1[CH:19]=[CH:18][CH:17]=[CH:16][CH:15]=1. Reported procedure: A mixture of 4,5-dichloro-2-nitroaniline (2.07 g, 10 mmol) and ethyl benzoylacetate (technical, 5 mL, approximately 22 mmol) was heated at 180° C. for 16 h under stirring. It was cooled to 150° C. and kept at this temperature under aspirator vacuum for 5 h, then cooled to room temperature. Chloroform (50 mL) was added and the mixture was evaporated, then diluted with ether (200 mL) and cooled to -10° C. Precipitate was filtered and washed with ether (5×50 mL) to give 2.12 g (60%) of the title co...